This data is from the Open Reaction Database (ORD), a public repository of structured organic reaction records. The task is: describe an organic reaction: reactants, conditions, products, and yield The reactants are ClC1=CC=C(C=C1)C=1C=CC(NC1)=O (5-(4-chlorophenyl)-2(1H)-pyridinone), P(=O)(Cl)(Cl)Cl (phosphorus oxychloride). The product is ClC1=NC=C(C=C1)C1=CC=C(C=C1)Cl (2-Chloro-5-(4-chlorophenyl)pyridine). RXN SMILES: [Cl:1][C:2]1[CH:7]=[CH:6][C:5]([C:8]2[CH:9]=[CH:10][C:11](=O)[NH:12][CH:13]=2)=[CH:4][CH:3]=1.P(Cl)(Cl)([Cl:17])=O>>[Cl:17][C:11]1[CH:10]=[CH:9][C:8]([C:5]2[CH:6]=[CH:7][C:2]([Cl:1])=[CH:3][CH:4]=2)=[CH:13][N:12]=1. Procedure: A mixture of 22.27 g. of 5-(4-chlorophenyl)-2(1H)-pyridinone and 100 ml. of phosphorus oxychloride is refluxed for 16 hours, chilled and poured onto cracked ice. The solid formed is collected by filtration and then is dissolved in chloroform. The chloroform solution is washed with water and with saturated sodium bicarbonate and then is dried over magnesium sulfate. The solvent is evaporated at reduced pressure to yield 21.1 g. of the product of the Example as a gray solid, m.p. 113°-115° C. Starting materials: C(C)(C)(C)OC(=O)C1CC(CC1)S(=O)(=O)C1=C(C=C(C=C1)F)Cl (Rac-(1S,3S)-3-(2-Chloro-4-fluoro-benzenesulfonyl)-cyclopentanecarboxylic acid tert-butyl ester), FC(C(=O)O)(F)F (trifluoroacetic acid). Solvent: ClCCl (dichloromethane). Run at time 8 hour. The product is ClC1=C(C=CC(=C1)F)S(=O)(=O)C1CC(CC1)C(=O)O (Rac-(1S,3S)-3-(2-Chloro-4-fluoro-benzenesulfonyl)-cyclopentanecarboxylic acid). Yield: 120.0%. RXN SMILES: C([O:5][C:6]([CH:8]1[CH2:12][CH2:11][CH:10]([S:13]([C:16]2[CH:21]=[CH:20][C:19]([F:22])=[CH:18][C:17]=2[Cl:23])(=[O:15])=[O:14])[CH2:9]1)=[O:7])(C)(C)C.FC(F)(F)C(O)=O>ClCCl>[Cl:23][C:17]1[CH:18]=[C:19]([F:22])[CH:20]=[CH:21][C:16]=1[S:13]([CH:10]1[CH2:11][CH2:12][CH:8]([C:6]([OH:7])=[O:5])[CH2:9]1)(=[O:15])=[O:14]. Reported procedure: To a mixture of Rac-(1S,3S)-3-(2-Chloro-4-fluoro-benzenesulfonyl)-cyclopentanecarboxylic acid tert-butyl ester (278 mg) in dichloromethane (4 mL) was added trifluoroacetic acid (1.34 g). The reaction mixture was stirred overnight at room temperature and the volatiles were removed in vacuo to afford the title compound (282 mg, quant.) as light brown oil, used in the next step without further purification. MS (EI): 305.1 (M−H)−.